This data is from the Open Reaction Database (ORD), a public repository of structured organic reaction records. The task is: describe an organic reaction: reactants, conditions, products, and yield Reactants: Cl.CN(CCCN=C=NCC)C (N-(3-dimethylaminopropyl)-N′-ethylcarbodiimide hydrochloride), ON1N=NC2=C1C=CC=C2 (1-hydroxybenzotriazole), C(C)N1CCOCC1 (N-ethyl morpholine), ClC1=C(C=CC=C1C(F)(F)F)CN ({[2-chloro-3-(trifluoromethyl)phenyl]methyl}amine), O=C1CC[C@H](N1CC1=CC=CC=C1)C(=O)O (5-oxo-1-(phenylmethyl)proline), C(O)([O-])=O.[Na+] (sodium hydrogen carbonate). The solvent is ClCCl (dichloromethane), CN(C=O)C (dimethylformamide). Reaction conditions: time 10 minute. Product: ClC1=C(C=CC=C1C(F)(F)F)CNC([C@@H]1N(C(CC1)=O)CC1=CC=CC=C1)=O (N-{[2-chloro-3-(trifluoromethyl)phenyl]methyl}-5-oxo-1-(phenylmethyl)-D-prolinamide). Reaction SMILES: [O:1]=[C:2]1[N:6]([CH2:7][C:8]2[CH:13]=[CH:12][CH:11]=[CH:10][CH:9]=2)[C@H:5]([C:14]([OH:16])=O)[CH2:4][CH2:3]1.Cl.CN(C)CCCN=C=NCC.ON1C2C=CC=CC=2N=N1.C(N1CCOCC1)C.[Cl:47][C:48]1[C:53]([C:54]([F:57])([F:56])[F:55])=[CH:52][CH:51]=[CH:50][C:49]=1[CH2:58][NH2:59].C(=O)([O-])O.[Na+]>ClCCl.CN(C)C=O>[Cl:47][C:48]1[C:53]([C:54]([F:56])([F:57])[F:55])=[CH:52][CH:51]=[CH:50][C:49]=1[CH2:58][NH:59][C:14](=[O:16])[C@H:5]1[CH2:4][CH2:3][C:2](=[O:1])[N:6]1[CH2:7][C:8]1[CH:9]=[CH:10][CH:11]=[CH:12][CH:13]=1 |f:1.2,6.7|. Procedure: 5-oxo-1-(phenylmethyl)proline (0.100 g, 0.46 mmol, prepared as described below) was dissolved in a mixture of dichloromethane (2.5 ml) and dimethylformamide (0.5 ml) and to this were added N-(3-dimethylaminopropyl)-N′-ethylcarbodiimide hydrochloride (0.105 g, 0.55 mmol), 1-hydroxybenzotriazole (0.074 g, 0.55 mmol), and N-ethyl morpholine (0.143 ml, 1.37 mmol). The mixture was stirred for 10 minutes and then {[2-chloro-3-(trifluoromethyl)phenyl]methyl}amine (0.115 g, 0.55 mmol) was added and the ...